This data is from the Open Reaction Database (ORD), a public repository of structured organic reaction records. The task is: describe an organic reaction: reactants, conditions, products, and yield The reactants are Br, CC(=O)O, O=C(NN1CCN(C(=O)OCc2ccccc2)CC1)c1ccc(F)cc1, COc1ccccc1. Product: Br, O=C(NN1CCNCC1)c1ccc(F)cc1. Reaction SMILES: [BrH:39].[C:35]([OH:36])(=[O:37])[CH3:38].[CH2:9]([O:10][C:11](=[O:12])[N:19]1[CH2:20][CH2:21][N:22]([NH:25][C:26]([c:27]2[cH:28][cH:29][c:30]([F:33])[cH:31][cH:32]2)=[O:34])[CH2:23][CH2:24]1)[c:13]1[cH:14][cH:15][cH:16][cH:17][cH:18]1.[CH3:1][O:2][c:3]1[cH:4][cH:5][cH:6][cH:7][cH:8]1>>[BrH:39].[NH:19]1[CH2:20][CH2:21][N:22]([NH:25][C:26]([c:27]2[cH:28][cH:29][c:30]([F:33])[cH:31][cH:32]2)=[O:34])[CH2:23][CH2:24]1. Product: C(C)(C)(C)OC(=O)N1CC2CN(CC(C1)O2)CCN(C(=O)N)CCOC2=CC=C(C=C2)C#N (7-(2-{1-[2-(4-Cyanophenoxy)ethyl]ureido}ethyl)-9-oxa-3,7-diazabicyclo-[3.3.1]nonane-3-carboxylic acid tert-butyl ester). The reactants are C(#N)C1=CC=C(OCCN(C(=O)N)CCOS(=O)(=O)C2=CC=C(C=C2)C)C=C1 (toluene-4-sulfonic acid 2-{1-[2-(4-cyanophenoxy)ethyl]-ureido}ethyl ester), C(C)(C)(C)OC(=O)N1CC2CNCC(C1)O2 (9-oxa-3,7-diaza-bicyclo[3.3.1]nonane-3-carboxylic acid tert-butyl ester), C(=O)([O-])[O-].[K+].[K+] (K2CO3), [Br-].[Li+] (lithium bromide). Procedure details: A mixture of toluene-4-sulfonic acid 2-{1-[2-(4-cyanophenoxy)ethyl]-ureido}ethyl ester (15 g, 0.0372 mol, 1.0 eq.; see Preparation D above), 9-oxa-3,7-diaza-bicyclo[3.3.1]nonane-3-carboxylic acid tert-butyl ester (8.525 g, 0.0372 mol, 1.0 eq.; see WO 01/28992), fused K2CO3 (7.7 g, 0.0558 mol, 1.5 eq.) and lithium bromide (9.6 g, 0.1116 mol, 3.0 eq.) in dry acetonitrile (350 mL) was heated to 40° C. under N2 for 4 days. The reaction was cooled to rt, filtered and the filtrate was concentrated und... Reaction conditions: temperature 40 celsius. As a reaction SMILES: [C:1]([C:3]1[CH:28]=[CH:27][C:6]([O:7][CH2:8][CH2:9][N:10]([CH2:14][CH2:15]OS(C2C=CC(C)=CC=2)(=O)=O)[C:11]([NH2:13])=[O:12])=[CH:5][CH:4]=1)#[N:2].[C:29]([O:33][C:34]([N:36]1[CH2:43][CH:42]2[O:44][CH:38]([CH2:39][NH:40][CH2:41]2)[CH2:37]1)=[O:35])([CH3:32])([CH3:31])[CH3:30].C([O-])([O-])=O.[K+].[K+].[Br-].[Li+]>C(#N)C>[C:29]([O:33][C:34]([N:36]1[CH2:37][CH:38]2[O:44][CH:42]([CH2:41][N:40]([CH2:15][CH2:14][N:10]([CH2:9][CH2:8][O:7][C:6]3[CH:5]=[CH:4][C:3]([C:1]#[N:2])=[CH:28][CH:27]=3)[C:11]([NH2:13])=[O:12])[CH2:39]2)[CH2:43]1)=[O:35])([CH3:32])([CH3:30])[CH3:31] |f:2.3.4,5.6|. Solvent: C(C)#N (acetonitrile). Reactants: C1CCOC1, CC(C)(C)ON=O, Nc1nc2ccc(F)c(Br)c2s1. Product: Fc1ccc2ncsc2c1Br. RXN SMILES: [CH2:20]1[O:21][CH2:22][CH2:23][CH2:24]1.[N:13]([O:14][C:15]([CH3:16])([CH3:17])[CH3:18])=[O:19].[NH2:1][c:2]1[s:3][c:4]2[c:5]([n:6]1)[cH:7][cH:8][c:9]([F:12])[c:10]2[Br:11]>>[cH:2]1[s:3][c:4]2[c:5]([n:6]1)[cH:7][cH:8][c:9]([F:12])[c:10]2[Br:11]. The reactants are ClCCl, CC(C)(C)OC(=O)N1CCC(COc2cc(Nc3cnc(C#N)cn3)ncc2N)CC1, O=C(O)C(F)(F)F. Product: N#Cc1cnc(Nc2cc(OCC3CCNCC3)c(N)cn2)cn1. As a reaction SMILES: [Cl:39][CH2:40][Cl:41].[NH2:1][c:2]1[c:3]([O:17][CH2:18][CH:19]2[CH2:20][CH2:21][N:22]([C:25]([O:26][C:27]([CH3:28])([CH3:29])[CH3:30])=[O:31])[CH2:23][CH2:24]2)[cH:4][c:5]([NH:8][c:9]2[n:10][cH:11][c:12]([C:15]#[N:16])[n:13][cH:14]2)[n:6][cH:7]1.[OH:32][C:33]([C:34]([F:35])([F:36])[F:37])=[O:38]>>[NH2:1][c:2]1[c:3]([O:17][CH2:18][CH:19]2[CH2:20][CH2:21][NH:22][CH2:23][CH2:24]2)[cH:4][c:5]([NH:8][c:9]2[n:10][cH:11][c:12]([C:15]#[N:16])[n:13][cH:14]2)[n:6][cH:7]1.